describe an organic reaction: reactants, conditions, products, and yield From a dataset of the Open Reaction Database (ORD), a public repository of structured organic reaction records. The reactants are C(C=C)N1CCN(CC1)C1=NC2=CC=CC=C2C(=N1)Cl (2-(4-allyl-l-piperazinyl)-4-chloroquinazoline), ice water, C(CCCC)O (1-pentanol), [H-].[Na+] (sodium hydride). The solvent is CN(C=O)C (N,N-dimethylformamide). Conditions: time 4 hour. Yields the product C(C=C)N1CCN(CC1)C1=NC2=CC=CC=C2C(=N1)OCCCCC (2-(4-allyl-l-piperazinyl)-4-pentyloxyquinazoline). RXN SMILES: [CH2:1]([N:4]1[CH2:9][CH2:8][N:7]([C:10]2[N:19]=[C:18](Cl)[C:17]3[C:12](=[CH:13][CH:14]=[CH:15][CH:16]=3)[N:11]=2)[CH2:6][CH2:5]1)[CH:2]=[CH2:3].[CH2:21]([OH:26])[CH2:22][CH2:23][CH2:24][CH3:25].[H-].[Na+]>CN(C)C=O>[CH2:1]([N:4]1[CH2:9][CH2:8][N:7]([C:10]2[N:19]=[C:18]([O:26][CH2:21][CH2:22][CH2:23][CH2:24][CH3:25])[C:17]3[C:12](=[CH:13][CH:14]=[CH:15][CH:16]=3)[N:11]=2)[CH2:6][CH2:5]1)[CH:2]=[CH2:3] |f:2.3|. Procedure details: The 2-(4-allyl-l-piperazinyl)-4-chloroquinazoline (3.0 g) obtained in Example 2 was suspended in 20 ml of N,N-dimethylformamide, and under ice cooling, 1 g of 1-pentanol and 0.5 g of sodium hydride (oily, 60 %) were added. The mixture was then stirred at room temperature for 4 hours. The reaction mixture was poured into ice water, and extracted with ethyl acetate. The ethyl acetate layer was washed with water, and dried over anhydrous magnesium sulfate. The solvent was concentrated under reduced... RXN SMILES: [C:1]1([c:7]2[cH:8][cH:9][c:10](-[c:13]3[cH:14][cH:15][c:16]([CH2:17][c:18]4[n:19](-[c:31]5[cH:32][cH:33][c:34]([N:37]6[CH2:38][C:39](=[O:52])[N:40]([CH2:44][O:45][CH2:46][CH2:47][Si:48]([CH3:49])([CH3:50])[CH3:51])[S:41]6(=[O:42])=[O:43])[cH:35][cH:36]5)[cH:20][c:21](-[c:23]5[c:24]([Cl:30])[cH:25][c:26]([Cl:29])[cH:27][cH:28]5)[n:22]4)[cH:53][cH:54]3)[n:11][cH:12]2)=[CH:2][CH2:3][CH2:4][CH2:5][CH2:6]1.[CH3:55][C:56](=[O:57])[OH:58].[CH3:60][CH2:61][O:62][C:63]([CH3:64])=[O:65].[Fe:66].[OH2:59]>>[CH:1]1([c:7]2[cH:8][cH:9][c:10](-[c:13]3[cH:14][cH:15][c:16]([CH2:17][c:18]4[n:19](-[c:31]5[cH:32][cH:33][c:34]([N:37]6[CH2:38][C:39](=[O:52])[N:40]([CH2:44][O:45][CH2:46][CH2:47][Si:48]([CH3:49])([CH3:50])[CH3:51])[S:41]6(=[O:42])=[O:43])[cH:35][cH:36]5)[cH:20][c:21](-[c:23]5[c:24]([Cl:30])[cH:25][c:26]([Cl:29])[cH:27][cH:28]5)[n:22]4)[cH:53][cH:54]3)[n:11][cH:12]2)[CH2:2][CH2:3][CH2:4][CH2:5][CH2:6]1. Product: C[Si](C)(C)CCOCN1C(=O)CN(c2ccc(-n3cc(-c4ccc(Cl)cc4Cl)nc3Cc3ccc(-c4ccc(C5CCCCC5)cn4)cc3)cc2)S1(=O)=O. Reactants: C[Si](C)(C)CCOCN1C(=O)CN(c2ccc(-n3cc(-c4ccc(Cl)cc4Cl)nc3Cc3ccc(-c4ccc(C5=CCCCC5)cn4)cc3)cc2)S1(=O)=O, CC(=O)O, CCOC(C)=O, [Fe], O. Reactants: BrCCCOCc1ccccc1, CCO, [I-], NCCO, [Na+]. Reaction SMILES: [Br:3][CH2:4][CH2:5][CH2:6][O:7][CH2:8][c:9]1[cH:10][cH:11][cH:12][cH:13][cH:14]1.[CH3:19][CH2:20][OH:21].[I-:2].[NH2:15][CH2:16][CH2:17][OH:18].[Na+:1]>>[CH2:4]([CH2:5][CH2:6][O:7][CH2:8][c:9]1[cH:10][cH:11][cH:12][cH:13][cH:14]1)[NH:15][CH2:16][CH2:17][OH:18]. Yields the product OCCNCCCOCc1ccccc1. The reactants are [N+](=O)(O)[O-] (nitric acid), FC=1C=C(C=CC1C1OC(CC1)=O)NC(=O)C1=NC=CC=C1 (N-(3-fluoro-4-(5-oxotetrahydrofuran-2-yl)phenyl)pyridine-2-carboxamide), C([O-])(O)=O.[Na+] (sodium bicarbonate). Conditions: time 2 hour. Yields the product FC=1C(=CC(=C(C1)NC(=O)C1=NC=CC=C1)[N+](=O)[O-])C1OC(CC1)=O (N-(5-fluoro-2-nitro-4-(5-oxotetrahydrofuran-2-yl)phenyl)pyridine-2-carboxamide). Reaction SMILES: [N+:1]([O-:4])(O)=[O:2].[F:5][C:6]1[CH:7]=[C:8]([NH:18][C:19]([C:21]2[CH:26]=[CH:25][CH:24]=[CH:23][N:22]=2)=[O:20])[CH:9]=[CH:10][C:11]=1[CH:12]1[CH2:16][CH2:15][C:14](=[O:17])[O:13]1.C(=O)(O)[O-].[Na+]>>[F:5][C:6]1[C:11]([CH:12]2[CH2:16][CH2:15][C:14](=[O:17])[O:13]2)=[CH:10][C:9]([N+:1]([O-:4])=[O:2])=[C:8]([NH:18][C:19]([C:21]2[CH:26]=[CH:25][CH:24]=[CH:23][N:22]=2)=[O:20])[CH:7]=1 |f:2.3|. Procedure: Fuming nitric acid (3 ml) was added to N-(3-fluoro-4-(5-oxotetrahydrofuran-2-yl)phenyl)pyridine-2-carboxamide (600 mg) obtained in (step 4), and the reaction liquid was stirred at room temperature for 2 hours. With cooling with ice, aqueous saturated sodium bicarbonate was added to the reaction liquid to make it basic, and extracted with ethyl acetate. This was dried with anhydrous magnesium sulfate, then the solvent was evaporated away under reduced pressure, and the resulting residue was washe... Reactants: O1CCC(CC1)CC=O ((tetrahydro-pyran-4-yl)-acetaldehyde), C(CCC)[Li] (n-butyllithium), CCCCCC (n-hexane), C1(=CC=CC=C1)S(=O)(=O)N1C=CC=2C1=NC=C(C2)F (1-benzenesulfonyl-5-fluoro-1H-pyrrolo[2,3-b]pyridine). The solvent is O1CCCC1 (tetrahydrofuran). Reaction conditions: temperature -78 celsius, time 5 minute. The product is C1(=CC=CC=C1)S(=O)(=O)N1C(=CC=2C1=NC=C(C2)F)C(CC2CCOCC2)O (1-(1-benzenesulfonyl-5-fluoro-1H-pyrrolo[2,3-b]pyridin-2-yl)-2-(tetrahydro-pyran-4-yl)-ethanol). Isolated yield 84.0%. As a reaction SMILES: [C:1]1([S:7]([N:10]2[C:14]3=[N:15][CH:16]=[C:17]([F:19])[CH:18]=[C:13]3[CH:12]=[CH:11]2)(=[O:9])=[O:8])[CH:6]=[CH:5][CH:4]=[CH:3][CH:2]=1.C([Li])CCC.CCCCCC.[O:31]1[CH2:36][CH2:35][CH:34]([CH2:37][CH:38]=[O:39])[CH2:33][CH2:32]1>O1CCCC1>[C:1]1([S:7]([N:10]2[C:14]3=[N:15][CH:16]=[C:17]([F:19])[CH:18]=[C:13]3[CH:12]=[C:11]2[CH:38]([OH:39])[CH2:37][CH:34]2[CH2:35][CH2:36][O:31][CH2:32][CH2:33]2)(=[O:9])=[O:8])[CH:6]=[CH:5][CH:4]=[CH:3][CH:2]=1. Procedure details: To a suspension of 1-benzenesulfonyl-5-fluoro-1H-pyrrolo[2,3-b]pyridine (1.0 g, 3.62 mmol) in dry tetrahydrofuran (30 mL) at −78° C. was added a solution of n-butyllithium in n-hexane (1.6M, 2.72 mL, 4.35 mmol). The mixture was stirred at −78° C. for 5 min and then treated with (tetrahydro-pyran-4-yl)-acetaldehyde (0.7 g, 5.43 mmol) dropwise. The resulting mixture was stirred at −78° C. for 1 h and quenched with brine. The mixture was extracted with ethyl acetate (2×100 mL), washed with brine, d...